The task is: describe an organic reaction: reactants, conditions, products, and yield. This data is from the Open Reaction Database (ORD), a public repository of structured organic reaction records. Starting materials: ClC=1C(=C2NC(C(NC2=CC1Cl)=O)=O)[N+](=O)[O-] (6,7-dichloro-5-nitro-1,4-dihydro-2,3-quinoxalinedione), [OH-].[K+] (KOH), NOS(=O)(=O)O (NH2OSO3H). Solvent: O (water), O (water). Conditions: time 10 minute. Product: NN1C(C(NC2=C(C(=C(C=C12)Cl)Cl)[N+](=O)[O-])=O)=O (1-amino-5-nitro-6,7-dichloro-1,4-dihydro-2,3-quinoxalinedione). Isolated yield 81.1%. As a reaction SMILES: [Cl:1][C:2]1[C:3]([N+:15]([O-:17])=[O:16])=[C:4]2[C:9](=[CH:10][C:11]=1[Cl:12])[NH:8][C:7](=[O:13])[C:6](=[O:14])[NH:5]2.[OH-].[K+].[NH2:20]OS(O)(=O)=O>O>[NH2:20][N:8]1[C:9]2[C:4](=[C:3]([N+:15]([O-:17])=[O:16])[C:2]([Cl:1])=[C:11]([Cl:12])[CH:10]=2)[NH:5][C:6](=[O:14])[C:7]1=[O:13] |f:1.2|. Reported procedure: The procedure of Shin, S. C. and Lee, Y. Y., Taehan Hwahakhoe Chi 27(5):382-4 (1983) was adapted. A red solution of 6,7-dichloro-5-nitro-1,4-dihydro-2,3-quinoxalinedione (100 mg, 0.36 mMol, Cheeseman, supra) and 3N KOH (2 mL) in distilled water (5 mL) at 65° C. was dropwise added to a colorless solution of NH2OSO3H (75 mg, 0.66 mMol, Aldrich) in distilled water (0.5 mL) with stirring. A yellow precipitate came out after 10 mins. The mixture was stirred at 65° C. for 1 h and allowed to stand at r... Starting materials: O=C1NC2=C(N1C1CCNCC1)C=CC=C2 (4-(2-keto-1-benzimidazolinyl)piperidine), O(C1=CC=CC=C1)CCCBr (3-phenoxypropyl bromide), C(=O)([O-])[O-].[K+].[K+] (K2CO3). Product: Br.O=C1NC2=C(N1C1CCN(CC1)CCCOC1=CC=CC=C1)C=CC=C2 (4-(2-Keto-1-benzimidazolinyl)-1-(3-phenoxypropyl)piperidine hydrobromide). The yield is 54.4%. As a reaction SMILES: [O:1]=[C:2]1[N:6]([CH:7]2[CH2:12][CH2:11][NH:10][CH2:9][CH2:8]2)[C:5]2[CH:13]=[CH:14][CH:15]=[CH:16][C:4]=2[NH:3]1.[O:17]([CH2:24][CH2:25][CH2:26][Br:27])[C:18]1[CH:23]=[CH:22][CH:21]=[CH:20][CH:19]=1.C([O-])([O-])=O.[K+].[K+]>>[BrH:27].[O:1]=[C:2]1[N:6]([CH:7]2[CH2:8][CH2:9][N:10]([CH2:26][CH2:25][CH2:24][O:17][C:18]3[CH:23]=[CH:22][CH:21]=[CH:20][CH:19]=3)[CH2:11][CH2:12]2)[C:5]2[CH:13]=[CH:14][CH:15]=[CH:16][C:4]=2[NH:3]1 |f:2.3.4,5.6|. Procedure: A mixture of 4-(2-keto-1-benzimidazolinyl)piperidine (980 mg. 4.51 mmol) and 3-phenoxypropyl bromide (1.02 g, 4.73 mmol) was reacted in the presence of K2CO3 in CH2CN by refluxing under N2 for about 4 h to obtain the hydrobromide as a pale beige solid (1.06 g, 54%); mp 136-138° C. (foams); 1H NMR (CD3OD) δ 2.12 (d, J=13 Hz, 2H), 2.25-2.40 (m, 2 H), 2.81-2.99 (m, 2 H), 3.22-3.49 (m, 4 H), 3.82 (d, J=12 Hz, 2 H), 4.14 (t, J=8.4 Hz, 2 H), 4.55-4.70 (m, 1 H), 6.91-7.41 (m, 9 H).